From a dataset of the Open Reaction Database (ORD), a public repository of structured organic reaction records. describe an organic reaction: reactants, conditions, products, and yield Starting materials: C(CC)C=1SC2=C(C(=NC=3C=CC=CC23)N)N1 (2-propylthiazolo[4,5-c]quinolin-4-amine), Cl (hydrochloric acid). The product is Cl.C(CC)C=1SC2=C(C(=NC=3C=CC=CC23)N)N1 (2-propylthiazolo[4,5-c]quinolin-4-amine hydrochloride). As a reaction SMILES: [CH2:1]([C:4]1[S:5][C:6]2[C:15]3[CH:14]=[CH:13][CH:12]=[CH:11][C:10]=3[N:9]=[C:8]([NH2:16])[C:7]=2[N:17]=1)[CH2:2][CH3:3].[ClH:18]>>[ClH:18].[CH2:1]([C:4]1[S:5][C:6]2[C:15]3[CH:14]=[CH:13][CH:12]=[CH:11][C:10]=3[N:9]=[C:8]([NH2:16])[C:7]=2[N:17]=1)[CH2:2][CH3:3] |f:2.3|. Procedure details: Using the general method of Example 10, 2-propylthiazolo[4,5-c]quinolin-4-amine (1.75 g) was reacted with 1 equivalent of concentrated hydrochloric acid to provide 2-propylthiazolo[4,5-c]quinolin-4-amine hydrochloride as an off-white crystalline solid, m.p. 234-237° C. Analysis: Calculated for C13H13N3S.HCl: %C, 55.81; %H, 5.04; %N, 15.02; Found: %C, 55.86; %H, 5.02; %N, 14.99.